From a dataset of the Open Reaction Database (ORD), a public repository of structured organic reaction records. describe an organic reaction: reactants, conditions, products, and yield The reactants are BrC=1C=C(C=C(C(=O)OC(C)(C)C)C1)C(=O)OC (tert-butyl methyl 5-bromoisophthalate), [BH4-].[Na+] (sodium borohydride), CO (methanol). Run in O1CCCC1 (tetrahydrofuran). Conditions: temperature 0 celsius, time 30 minute. Product: BrC=1C=C(C(=O)OC(C)(C)C)C=C(C1)CO (tert-butyl 3-bromo-5-(hydroxymethyl)benzoate). The yield is 81.8%. Reaction SMILES: [Br:1][C:2]1[CH:3]=[C:4]([C:15](OC)=[O:16])[CH:5]=[C:6]([CH:14]=1)[C:7]([O:9][C:10]([CH3:13])([CH3:12])[CH3:11])=[O:8].[BH4-].[Na+].CO>O1CCCC1>[Br:1][C:2]1[CH:14]=[C:6]([CH:5]=[C:4]([CH2:15][OH:16])[CH:3]=1)[C:7]([O:9][C:10]([CH3:13])([CH3:12])[CH3:11])=[O:8] |f:1.2|. Procedure: To a solution of tert-butyl methyl 5-bromoisophthalate (3.63 g, 11.5 mmol) in tetrahydrofuran (90 mL) at 0° C. was added portionwise sodium borohydride (1.53 g, 40.3 mmol). The mixture was stirred at 0° C. After 30 min, methanol (4.2 mL, 92.0 mmol) was added and the mixture was heated to 40° C. After 6 h, the mixture was cooled to ambient temperature and the mixture was quenched with methanol and concentrated. Ethyl acetate was added and the mixture was washed with brine, dried over sodium sulfa... Reactants: COC1=CC=C2C(CCOC2=C1)=O (7-methoxy-4-chromanone), CC(C=C)O (3-buten-2-ol), C1(=CC=C(C=C1)S(=O)(=O)O)C (p-toluenesulfonic acid). The solvent is COC(C)(C)OC (2,2-dimethoxypropane), C1(=CC=CC=C1)C (toluene). The product is C(C=CC)C1OC2=CC(=CC=C2C(C1)=O)OC ((RS)-2-(2-buten-1-yl)-7-methoxy-4-chromanone). Yield: 41.0%. Reaction SMILES: [CH3:1][O:2][C:3]1[CH:12]=[C:11]2[C:6]([C:7](=[O:13])[CH2:8][CH2:9][O:10]2)=[CH:5][CH:4]=1.[CH3:14][CH:15](O)[CH:16]=[CH2:17].C1(C)C=CC(S(O)(=O)=O)=CC=1>COC(OC)(C)C.C1(C)C=CC=CC=1>[CH2:14]([CH:9]1[CH2:8][C:7](=[O:13])[C:6]2[C:11](=[CH:12][C:3]([O:2][CH3:1])=[CH:4][CH:5]=2)[O:10]1)[CH:15]=[CH:16][CH3:17]. Reported procedure: A solution 11.9 g of 7-methoxy-4-chromanone, 13.8 ml of 3-buten-2-ol and 120 mg of p-toluenesulfonic acid in 14 ml of 2,2-dimethoxypropane and 120 ml of anhydrous toluene was boiled under reflux for 24 hours. The reaction mixture was subsequently concentrated in a vacuum and purified by column chromatography on silica gel (hexane/diethyl ether 4:1). 6.3 g (41%) of (RS)-2-(2-buten-1-yl)-7-methoxy-4-chromanone were obtained as a yellow oil. Reactants: BrCc1ccc2ccccc2c1, CN1C2CCC1C(O)C(c1ccc(Cl)cc1)C2, [H-], [Na+], C1CCOC1. Yields the product CN1C2CCC1C(OCc1ccc3ccccc3c1)C(c1ccc(Cl)cc1)C2. As a reaction SMILES: [Br:20][CH2:21][c:22]1[cH:23][c:24]2[cH:25][cH:26][cH:27][cH:28][c:29]2[cH:30][cH:31]1.[Cl:1][c:2]1[cH:3][cH:4][c:5]([CH:8]2[CH:9]([OH:17])[CH:10]3[CH2:11][CH2:12][CH:13]([CH2:14]2)[N:15]3[CH3:16])[cH:6][cH:7]1.[H-:18].[Na+:19].[O:32]1[CH2:33][CH2:34][CH2:35][CH2:36]1>>[Cl:1][c:2]1[cH:3][cH:4][c:5]([CH:8]2[CH:9]([O:17][CH2:21][c:22]3[cH:23][c:24]4[cH:25][cH:26][cH:27][cH:28][c:29]4[cH:30][cH:31]3)[CH:10]3[CH2:11][CH2:12][CH:13]([CH2:14]2)[N:15]3[CH3:16])[cH:6][cH:7]1. The reactants are COC(=O)c1cc(CNC(=O)OC(C)(C)C)ccc1[N+](=O)[O-], CCO, O=C[O-], [NH4+]. The product is COC(=O)c1cc(CNC(=O)OC(C)(C)C)ccc1N. As a reaction SMILES: [C:1]([CH3:2])([CH3:3])([CH3:4])[O:5][C:6](=[O:7])[NH:8][CH2:9][c:10]1[cH:11][cH:12][c:13]([N+:20]([O-:21])=[O:22])[c:14]([C:15](=[O:16])[O:17][CH3:18])[cH:19]1.[CH3:27][CH2:28][OH:29].[CH:23]([O-:24])=[O:25].[NH4+:26]>>[C:1]([CH3:2])([CH3:3])([CH3:4])[O:5][C:6](=[O:7])[NH:8][CH2:9][c:10]1[cH:11][cH:12][c:13]([NH2:20])[c:14]([C:15](=[O:16])[O:17][CH3:18])[cH:19]1. The reactants are C1COCCOCCOCCOCCO1, [H-], [Na+], C1CCOC1, CCOC(=O)c1c[nH]c(-c2ccccc2)c1, O=S(=O)(Cl)c1cccs1. The product is CCOC(=O)c1cc(-c2ccccc2)n(S(=O)(=O)c2cccs2)c1. Reaction SMILES: [CH2:19]1[O:20][CH2:21][CH2:22][O:23][CH2:24][CH2:25][O:26][CH2:27][CH2:28][O:29][CH2:30][CH2:31][O:32][CH2:33]1.[H-:17].[Na+:18].[O:43]1[CH2:44][CH2:45][CH2:46][CH2:47]1.[c:1]1(-[c:7]2[cH:8][c:9]([C:12](=[O:13])[O:14][CH2:15][CH3:16])[cH:10][nH:11]2)[cH:2][cH:3][cH:4][cH:5][cH:6]1.[s:34]1[c:35]([S:39](=[O:40])(=[O:41])[Cl:42])[cH:36][cH:37][cH:38]1>>[c:1]1(-[c:7]2[cH:8][c:9]([C:12](=[O:13])[O:14][CH2:15][CH3:16])[cH:10][n:11]2[S:39]([c:35]2[s:34][cH:38][cH:37][cH:36]2)(=[O:40])=[O:41])[cH:2][cH:3][cH:4][cH:5][cH:6]1. The reactants are CCCCO, Cl, COc1cc(-n2c(=O)cc(C(F)(F)F)n(N)c2=O)ccc1C#N, c1cc[nH+]cc1. As a reaction SMILES: [CH2:31]([OH:32])[CH2:33][CH2:34][CH3:35].[ClH:24].[NH2:1][n:2]1[c:3](=[O:23])[n:4](-[c:13]2[cH:14][c:15]([O:21][CH3:22])[c:16]([C:19]#[N:20])[cH:17][cH:18]2)[c:5](=[O:12])[cH:6][c:7]1[C:8]([F:9])([F:10])[F:11].[nH+:25]1[cH:26][cH:27][cH:28][cH:29][cH:30]1>>[NH2:1][n:2]1[c:3](=[O:23])[n:4](-[c:13]2[cH:14][c:15]([OH:21])[c:16]([C:19]#[N:20])[cH:17][cH:18]2)[c:5](=[O:12])[cH:6][c:7]1[C:8]([F:9])([F:10])[F:11]. Yields the product N#Cc1ccc(-n2c(=O)cc(C(F)(F)F)n(N)c2=O)cc1O.